Dataset: the Open Reaction Database (ORD), a public repository of structured organic reaction records. Task: describe an organic reaction: reactants, conditions, products, and yield Starting materials: ClC1=C(C=NC2=CC(=C(C=C12)OC)OC)C#N (4-chloro-6,7-dimethoxy-quinolin-3-carbonitrile), NC=1C=CC=C2C=CC=NC12 (8-aminoquinoline), Cl.N1=CC=CC=C1 (pyridine hydrochloride), C(C)OC(C)O (ethoxyethanol), C([O-])([O-])=O.[Na+].[Na+] (sodium carbonate). Solvent: O (water). Conditions: temperature 200 celsius. Product: COC=1C=C2C(=C(C=NC2=CC1OC)C#N)NC=1C=CC=C2C=CC=NC12 (6,7-dimethoxy-4-(quinolin-8-ylamino)-quinoline-3-carbonitrile). The yield is 46.8%. Reaction SMILES: Cl[C:2]1[C:11]2[C:6](=[CH:7][C:8]([O:14][CH3:15])=[C:9]([O:12][CH3:13])[CH:10]=2)[N:5]=[CH:4][C:3]=1[C:16]#[N:17].[NH2:18][C:19]1[CH:20]=[CH:21][CH:22]=[C:23]2[C:28]=1[N:27]=[CH:26][CH:25]=[CH:24]2.Cl.N1C=CC=CC=1.C(OC(O)C)C.C(=O)([O-])[O-].[Na+].[Na+]>O>[CH3:13][O:12][C:9]1[CH:10]=[C:11]2[C:6](=[CH:7][C:8]=1[O:14][CH3:15])[N:5]=[CH:4][C:3]([C:16]#[N:17])=[C:2]2[NH:18][C:19]1[CH:20]=[CH:21][CH:22]=[C:23]2[C:28]=1[N:27]=[CH:26][CH:25]=[CH:24]2 |f:2.3,5.6.7|. Reported procedure: A mixture of 0.249 g of 4-chloro-6,7-dimethoxy-quinolin-3-carbonitrile, 0.288 g of 8-aminoquinoline, 0.020 g of pyridine hydrochloride, and 10 ml of ethoxyethanol was heated under nitrogen in a sealed tube at 200° C. for 2 hours. The mixture was cooled and added to 100 ml of water. To this mixture was added sodium carbonate to pH 9. The product was collected, washed with water, and dried to give 0.167 g of 6,7-dimethoxy-4-(quinolin-8-ylamino)-quinoline-3-carbonitrile as a solid, mp 150° C. (deco... Starting materials: COC(=O)NCCOC(c1ccccc1)C1CCCN(C(=O)NC(CC2CCOCC2)CN(C)C(=O)OCC[Si](C)(C)C)C1, CC#N. The product is CNCC(CC1CCOCC1)NC(=O)N1CCCC(C(OCCNC(=O)OC)c2ccccc2)C1. RXN SMILES: [CH3:1][N:2]([C:3]([O:4][CH2:5][CH2:6][Si:7]([CH3:8])([CH3:9])[CH3:10])=[O:11])[CH2:12][CH:13]([CH2:14][CH:15]1[CH2:16][CH2:17][O:18][CH2:19][CH2:20]1)[NH:21][C:22](=[O:23])[N:24]1[CH2:25][CH:26]([CH:30]([O:31][CH2:32][CH2:33][NH:34][C:35]([O:36][CH3:37])=[O:38])[c:39]2[cH:40][cH:41][cH:42][cH:43][cH:44]2)[CH2:27][CH2:28][CH2:29]1.[CH3:45][C:46]#[N:47]>>[CH3:1][NH:2][CH2:12][CH:13]([CH2:14][CH:15]1[CH2:16][CH2:17][O:18][CH2:19][CH2:20]1)[NH:21][C:22](=[O:23])[N:24]1[CH2:25][CH:26]([CH:30]([O:31][CH2:32][CH2:33][NH:34][C:35]([O:36][CH3:37])=[O:38])[c:39]2[cH:40][cH:41][cH:42][cH:43][cH:44]2)[CH2:27][CH2:28][CH2:29]1. The reactants are FC1=C(COC=2C(=NC=CC2)NC(=S)NC2=CC=C(C=C2)Cl)C(=CC=C1)F (N-[3-(2,6-difluorobenzyloxy)pyrid-2-yl]-N'-(4-chlorophenyl)thiourea), mercuric oxide. Solvent: C(CC)N (n-propylamine). Conditions: time 48 hour. Yields the product FC1=C(COC=2C(=NC=CC2)NC(=NC2=CC=C(C=C2)Cl)NCCC)C(=CC=C1)F (3-(2,6-Difluorobenzyloxy)pyrid-2-yl-N'-(prop-1-yl)-N"-(4-chlorophenyl)guanidine). As a reaction SMILES: [F:1][C:2]1[CH:26]=[CH:25][CH:24]=[C:23]([F:27])[C:3]=1[CH2:4][O:5][C:6]1[C:7]([NH:12][C:13]([NH:15][C:16]2[CH:21]=[CH:20][C:19]([Cl:22])=[CH:18][CH:17]=2)=S)=[N:8][CH:9]=[CH:10][CH:11]=1>C(N)CC>[F:1][C:2]1[CH:26]=[CH:25][CH:24]=[C:23]([F:27])[C:3]=1[CH2:4][O:5][C:6]1[C:7]([NH:12][C:13]([NH:8][CH2:7][CH2:6][CH3:11])=[N:15][C:16]2[CH:21]=[CH:20][C:19]([Cl:22])=[CH:18][CH:17]=2)=[N:8][CH:9]=[CH:10][CH:11]=1. Procedure: A mixture of N-[3-(2,6-difluorobenzyloxy)pyrid-2-yl]-N'-(4-chlorophenyl)thiourea (1.0 g, 0.0025 mol), yellow mercuric oxide (0.64 g, 0.003 mol) and n-propylamine (20 ml) was stirred at room temperature for 48 hours. The solvent was removed in vacuo and the black residue was boiled with chloroform and filtered hot. Evaporation of the solvent and recrystallisation from acetonitrile gave the desired product. Yield 0.60 g (48%), m.p. 99°-100 ° C. The reactants are N(=NC(=O)OCC)C(=O)OCC (Diethyl azodicarboxylate), OCCCN1C=NC=C1 (1-(3-hydroxypropyl)imidazole), ClC1=CC(=C(NC2=NC=NC3=CC(=C(C=C23)OC)O)C=C1)F (4-(4-chloro-2-fluoroanilino)-7-hydroxy-6-methoxyquinazoline), C1(=CC=CC=C1)P(C1=CC=CC=C1)C1=CC=CC=C1 (triphenylphosphine). The solvent is C(Cl)Cl (methylene chloride). Conditions: time 2 hour. Yields the product Cl.ClC1=CC(=C(NC2=NC=NC3=CC(=C(C=C23)OC)OCCCN2C=NC=C2)C=C1)F (4-(4-chloro-2-fluoroanilino)-7-(3-(imidazol-1-yl)propoxy)-6-methoxyquinazoline hydrochloride). The yield is 79.2%. Reaction SMILES: N(C(OCC)=O)=NC(OCC)=O.[OH:13][CH2:14][CH2:15][CH2:16][N:17]1[CH:21]=[CH:20][N:19]=[CH:18]1.[Cl:22][C:23]1[CH:42]=[CH:41][C:26]([NH:27][C:28]2[C:37]3[C:32](=[CH:33][C:34](O)=[C:35]([O:38][CH3:39])[CH:36]=3)[N:31]=[CH:30][N:29]=2)=[C:25]([F:43])[CH:24]=1.C1(P(C2C=CC=CC=2)C2C=CC=CC=2)C=CC=CC=1>C(Cl)Cl>[ClH:22].[Cl:22][C:23]1[CH:42]=[CH:41][C:26]([NH:27][C:28]2[C:37]3[C:32](=[CH:33][C:34]([O:13][CH2:14][CH2:15][CH2:16][N:17]4[CH:21]=[CH:20][N:19]=[CH:18]4)=[C:35]([O:38][CH3:39])[CH:36]=3)[N:31]=[CH:30][N:29]=2)=[C:25]([F:43])[CH:24]=1 |f:5.6|. Reported procedure: Diethyl azodicarboxylate (295 μl, 1.8 mmol) was added dropwise to a solution of 1-(3-hydroxypropyl)imidazole (102 mg, 0.81 mmol), (EP 0060696 A1), 4-(4-chloro-2-fluoroanilino)-7-hydroxy-6-methoxyquinazoline (200 mg, 0.62 mmol), (prepared as described for the starting material in Example 24), and triphenylphosphine (492 mg, 1.8 mmol) in methylene chloride (4 ml) and the mixture stirred for 2 hours at ambient temperature. The solvent was removed by evaporation and the residue was purified by colum... Reactants: CCOC(=O)CCc1cn(CCc2ccc(OCc3nc(-c4ccccc4)oc3C)cc2)nc1OCC, CCO, Cl, [Na+], C1CCOC1, [OH-]. Product: CCOc1nn(CCc2ccc(OCc3nc(-c4ccccc4)oc3C)cc2)cc1CCC(=O)O. RXN SMILES: [CH2:1]([CH3:2])[O:3][c:4]1[n:5][n:6]([CH2:16][CH2:17][c:18]2[cH:19][cH:20][c:21]([O:24][CH2:25][c:26]3[n:27][c:28](-[c:32]4[cH:33][cH:34][cH:35][cH:36][cH:37]4)[o:29][c:30]3[CH3:31])[cH:22][cH:23]2)[cH:7][c:8]1[CH2:9][CH2:10][C:11](=[O:12])[O:13][CH2:14][CH3:15].[CH3:45][CH2:46][OH:47].[ClH:48].[Na+:39].[O:40]1[CH2:41][CH2:42][CH2:43][CH2:44]1.[OH-:38]>>[CH2:1]([CH3:2])[O:3][c:4]1[n:5][n:6]([CH2:16][CH2:17][c:18]2[cH:19][cH:20][c:21]([O:24][CH2:25][c:26]3[n:27][c:28](-[c:32]4[cH:33][cH:34][cH:35][cH:36][cH:37]4)[o:29][c:30]3[CH3:31])[cH:22][cH:23]2)[cH:7][c:8]1[CH2:9][CH2:10][C:11](=[O:12])[OH:13]. Reactants: CO, COC(=O)n1c(C)cc2ccc(Cl)nc21, [Na+], [OH-]. Yields the product Cc1cc2ccc(Cl)nc2[nH]1. As a reaction SMILES: [CH3:18][OH:19].[CH3:1][O:2][C:3](=[O:4])[n:5]1[c:6]([CH3:15])[cH:7][c:8]2[c:9]1[n:10][c:11]([Cl:14])[cH:12][cH:13]2.[Na+:17].[OH-:16]>>[nH:5]1[c:6]([CH3:15])[cH:7][c:8]2[c:9]1[n:10][c:11]([Cl:14])[cH:12][cH:13]2.